Dataset: the Open Reaction Database (ORD), a public repository of structured organic reaction records. Task: describe an organic reaction: reactants, conditions, products, and yield The solvent is C(C)(=O)OCC (ethyl acetate). Reported procedure: N-ethylcycloheptylamine (21.15 g) was added with ice bath cooling to a mixture consisting of trichloromethylchloroformate (29.7 g) end ethyl acetate (300 ml). Thereafter, the temperature was gradually elevated and heated with refluxing for 6 hours. After distilling off the solvent, the obtained oil was distilled under reduced pressure to obtain N-cycloheptyl -N-ethylcarbamoyl chloride (17.20 g). b.p. 125°-128° C./4.0 mbar. Reaction SMILES: [CH2:1]([NH:3][CH:4]1[CH2:10][CH2:9][CH2:8][CH2:7][CH2:6][CH2:5]1)[CH3:2].[Cl:11][C:12]([O:15]C(Cl)=O)(Cl)Cl>C(OCC)(=O)C>[CH:4]1([N:3]([CH2:1][CH3:2])[C:12]([Cl:11])=[O:15])[CH2:10][CH2:9][CH2:8][CH2:7][CH2:6][CH2:5]1. The product is C1(CCCCCC1)N(C(=O)Cl)CC (N-cycloheptyl -N-ethylcarbamoyl chloride). The reactants are C(C)NC1CCCCCC1 (N-ethylcycloheptylamine), ClC(Cl)(Cl)OC(=O)Cl (trichloromethylchloroformate). The yield is 56.4%. Yields the product N#CCc1c2ccccc2cc2ccccc12. As a reaction SMILES: [CH3:20][C:21]#[N:22].[Cl:1][CH2:2][c:3]1[c:4]2[cH:5][cH:6][cH:7][cH:8][c:9]2[cH:10][c:11]2[cH:12][cH:13][cH:14][cH:15][c:16]12.[K:17][C:18]#[N:19]>>[CH2:2]([c:3]1[c:4]2[cH:5][cH:6][cH:7][cH:8][c:9]2[cH:10][c:11]2[cH:12][cH:13][cH:14][cH:15][c:16]12)[C:18]#[N:19]. Reactants: CC#N, ClCc1c2ccccc2cc2ccccc12, N#C[K]. Starting materials: CON(C)C(=O)C1CC1c1ccccc1F, CO, [Na+], [OH-], O. The product is O=C(O)C1CC1c1ccccc1F. As a reaction SMILES: [CH3:1][O:2][N:3]([C:4](=[O:5])[CH:6]1[CH:7]([c:9]2[c:10]([F:15])[cH:11][cH:12][cH:13][cH:14]2)[CH2:8]1)[CH3:16].[CH3:20][OH:21].[Na+:19].[OH-:18].[OH2:17]>>[C:4](=[O:5])([CH:6]1[CH:7]([c:9]2[c:10]([F:15])[cH:11][cH:12][cH:13][cH:14]2)[CH2:8]1)[OH:17]. RXN SMILES: [C:1]1(/[CH:7]=[CH:8]/[C:9]2[O:10][CH:11]=[C:12]([CH2:14][O:15][C:16]3[CH:17]=[C:18]([CH2:22][CH2:23][CH2:24][OH:25])[CH:19]=[CH:20][CH:21]=3)[N:13]=2)[CH:6]=[CH:5][CH:4]=[CH:3][CH:2]=1.[CH3:26][S:27](Cl)(=[O:29])=[O:28]>>[CH3:26][S:27]([O:25][CH2:24][CH2:23][CH2:22][C:18]1[CH:19]=[CH:20][CH:21]=[C:16]([O:15][CH2:14][C:12]2[N:13]=[C:9](/[CH:8]=[CH:7]/[C:1]3[CH:2]=[CH:3][CH:4]=[CH:5][CH:6]=3)[O:10][CH:11]=2)[CH:17]=1)(=[O:29])=[O:28]. Starting materials: C1(=CC=CC=C1)/C=C/C=1OC=C(N1)COC=1C=C(C=CC1)CCCO (3-[3-[2-[(E)-2-phenylethenyl]-4-oxazolylmethoxy]phenyl]propanol), CS(=O)(=O)Cl (methanesulfonyl chloride). Yields the product CS(=O)(=O)OCCCC1=CC(=CC=C1)OCC=1N=C(OC1)\C=C\C1=CC=CC=C1 (3-[3-[2-[(E)-2-phenylethenyl]-4-oxazolylmethoxy]phenyl]propyl methanesulfonate). Yield: 78.0%. Procedure details: In substantially the same manner as in Reference Example 12, 3-[3-[2-[(E)-2-phenylethenyl]-4-oxazolylmethoxy]phenyl]propanol was allowed to react with methanesulfonyl chloride to give 3-[3-[2-[(E)-2-phenylethenyl]-4-oxazolylmethoxy]phenyl]propyl methanesulfonate. The yield was 78%. Recrystallization from ethyl acetate-hexane gave colorless prisms, mp 75-76° C. Starting materials: [Br-], CC(C)(C)[Mg+], CCCCc1nc(C=O)c(C(=O)OC)n1Cc1ccc(-c2ccccc2C(=O)OC(C)(C)C)cc1, CCOC(C)=O, [Cl-], [NH4+], C1CCOC1. Yields the product CCCCc1nc(C(O)C(C)(C)C)c(C(=O)OC)n1Cc1ccc(-c2ccccc2C(=O)OC(C)(C)C)cc1. RXN SMILES: [Br-:1].[C:2]([CH3:3])([CH3:4])([CH3:5])[Mg+:6].[C:7]([CH3:8])([CH3:9])([CH3:10])[O:11][C:12](=[O:13])[c:14]1[c:15](-[c:20]2[cH:21][cH:22][c:23]([CH2:26][n:27]3[c:28]([CH2:38][CH2:39][CH2:40][CH3:41])[n:29][c:30]([CH:36]=[O:37])[c:31]3[C:32](=[O:33])[O:34][CH3:35])[cH:24][cH:25]2)[cH:16][cH:17][cH:18][cH:19]1.[CH3:47][CH2:48][O:49][C:50](=[O:51])[CH3:52].[Cl-:53].[NH4+:54].[O:42]1[CH2:43][CH2:44][CH2:45][CH2:46]1>>[C:2]([CH3:3])([CH3:4])([CH3:5])[CH:36]([c:30]1[n:29][c:28]([CH2:38][CH2:39][CH2:40][CH3:41])[n:27]([CH2:26][c:23]2[cH:22][cH:21][c:20](-[c:15]3[c:14]([C:12]([O:11][C:7]([CH3:8])([CH3:9])[CH3:10])=[O:13])[cH:19][cH:18][cH:17][cH:16]3)[cH:25][cH:24]2)[c:31]1[C:32](=[O:33])[O:34][CH3:35])[OH:37]. Run in C(C)O (ethanol). Reactants: CC1(OC(C2(CC2)C(O1)=O)=O)C (6,6-dimethyl-5,7-dioxaspiro[2.5]octane-4,8-dione), N1(C=CC=C1)C=1C=C(N)C=CC1 (3-(1H-pyrrol-1-yl)aniline). As a reaction SMILES: CC1(C)[O:9][C:8](=[O:10])[C:5]2([CH2:7][CH2:6]2)[C:4](=[O:11])O1.[N:13]1([C:18]2[CH:19]=[C:20]([CH:22]=[CH:23][CH:24]=2)[NH2:21])[CH:17]=[CH:16][CH:15]=[CH:14]1>C(O)C>[N:13]1([C:18]2[CH:19]=[C:20]([N:21]3[CH2:6][CH2:7][CH:5]([C:8]([OH:9])=[O:10])[C:4]3=[O:11])[CH:22]=[CH:23][CH:24]=2)[CH:14]=[CH:15][CH:16]=[CH:17]1. Procedure: This compound was prepared according to general method 1 starting from 6,6-dimethyl-5,7-dioxaspiro[2.5]octane-4,8-dione (0.250 g, 1.47 mmol) and 3-(1H-pyrrol-1-yl)aniline (0.697 g; 4.41 mmol) in ethanol (3 mL). 1-(3-(1H-pyrrol-1-yl)phenyl)-2-oxopyrrolidine-3-carboxylic acid 0.313 g (80%) was obtained as a brown oil. The yield is 78.8%. Product: N1(C=CC=C1)C=1C=C(C=CC1)N1C(C(CC1)C(=O)O)=O (1-(3-(1H-pyrrol-1-yl)phenyl)-2-oxopyrrolidine-3-carboxylic acid). The product is COc1ccc(CC(O)COS(=O)(=O)c2ccc(C)cc2)c(O)c1. As a reaction SMILES: [CH3:1][c:2]1[cH:3][cH:4][c:5]([S:8](=[O:9])(=[O:10])[O:11][CH2:12][CH:13]([CH2:14][c:15]2[c:16]([O:23][CH2:24][c:25]3[cH:26][cH:27][cH:28][cH:29][cH:30]3)[cH:17][c:18]([O:21][CH3:22])[cH:19][cH:20]2)[OH:31])[cH:6][cH:7]1.[CH3:32][CH2:33][OH:34]>>[CH3:1][c:2]1[cH:3][cH:4][c:5]([S:8](=[O:9])(=[O:10])[O:11][CH2:12][CH:13]([CH2:14][c:15]2[c:16]([OH:23])[cH:17][c:18]([O:21][CH3:22])[cH:19][cH:20]2)[OH:31])[cH:6][cH:7]1. The reactants are COc1ccc(CC(O)COS(=O)(=O)c2ccc(C)cc2)c(OCc2ccccc2)c1, CCO. Starting materials: ClCCN1CCOCC1, Cl, Oc1ccc(-c2nn(C(c3ccccc3)(c3ccccc3)c3ccccc3)cc2-c2ccc3ncc(-c4ccccn4)n3c2)cc1. Product: c1ccc(C(c2ccccc2)(c2ccccc2)n2cc(-c3ccc4ncc(-c5ccccn5)n4c3)c(-c3ccc(OCCN4CCOCC4)cc3)n2)cc1. As a reaction SMILES: [Cl:48][CH2:49][CH2:50][N:51]1[CH2:52][CH2:53][O:54][CH2:55][CH2:56]1.[ClH:47].[n:1]1[c:2](-[c:7]2[cH:8][n:9][c:10]3[n:11]2[cH:12][c:13](-[c:16]2[c:17](-[c:40]4[cH:41][cH:42][c:43]([OH:46])[cH:44][cH:45]4)[n:18][n:19]([C:21]([c:22]4[cH:23][cH:24][cH:25][cH:26][cH:27]4)([c:28]4[cH:29][cH:30][cH:31][cH:32][cH:33]4)[c:34]4[cH:35][cH:36][cH:37][cH:38][cH:39]4)[cH:20]2)[cH:14][cH:15]3)[cH:3][cH:4][cH:5][cH:6]1>>[n:1]1[c:2](-[c:7]2[cH:8][n:9][c:10]3[n:11]2[cH:12][c:13](-[c:16]2[c:17](-[c:40]4[cH:41][cH:42][c:43]([O:46][CH2:49][CH2:50][N:51]5[CH2:52][CH2:53][O:54][CH2:55][CH2:56]5)[cH:44][cH:45]4)[n:18][n:19]([C:21]([c:22]4[cH:23][cH:24][cH:25][cH:26][cH:27]4)([c:28]4[cH:29][cH:30][cH:31][cH:32][cH:33]4)[c:34]4[cH:35][cH:36][cH:37][cH:38][cH:39]4)[cH:20]2)[cH:14][cH:15]3)[cH:3][cH:4][cH:5][cH:6]1. Reactants: C(C)(C)(C)C1=NC2=C(N1CC1CCOCC1)C=CC(=C2)S(=O)(=O)Cl (2-tert-butyl-1-(tetrahydro-2H-pyran-4-ylmethyl)-1H-benzimidazole-5-sulfonyl chloride), C1(CCCCC1)NC (cyclohexyl(methyl)amine). The reagents and catalysts are CN(C)C=1C=CN=CC1 (DMAP). Solvent: CC#N (MeCN). The product is white solid, C(C)(C)(C)C1=NC2=C(N1CC1CCOCC1)C=CC(=C2)S(=O)(=O)N(C)C2CCCCC2 (2-tert-Butyl-N-cyclohexyl-N-methyl-1-(tetrahydro-2H-pyran-4-ylmethyl)-1H-benzimidazole-5-sulfonamide). The yield is 59.0%. As a reaction SMILES: [C:1]([C:5]1[N:9]([CH2:10][CH:11]2[CH2:16][CH2:15][O:14][CH2:13][CH2:12]2)[C:8]2[CH:17]=[CH:18][C:19]([S:21](Cl)(=[O:23])=[O:22])=[CH:20][C:7]=2[N:6]=1)([CH3:4])([CH3:3])[CH3:2].[CH:25]1([NH:31][CH3:32])[CH2:30][CH2:29][CH2:28][CH2:27][CH2:26]1>CN(C1C=CN=CC=1)C.CC#N>[C:1]([C:5]1[N:9]([CH2:10][CH:11]2[CH2:16][CH2:15][O:14][CH2:13][CH2:12]2)[C:8]2[CH:17]=[CH:18][C:19]([S:21]([N:31]([CH:25]3[CH2:30][CH2:29][CH2:28][CH2:27][CH2:26]3)[CH3:32])(=[O:23])=[O:22])=[CH:20][C:7]=2[N:6]=1)([CH3:4])([CH3:3])[CH3:2]. Procedure details: Following the same procedure in Example 1, Step A, using 2-tert-butyl-1-(tetrahydro-2H-pyran-4-ylmethyl)-1H-benzimidazole-5-sulfonyl chloride (82 mg, 0.22 mmol), cyclohexyl(methyl)amine (50 mg, 0.44 mmol) and DMAP (54 mg, 0.44 mmol) in MeCN (4 mL). The crude product was purified by MPLC using Hex/EtOAc (1:1) on silica gel to give 58 mg (59% yield) of a white solid as the title compound. 1H NMR (400 MHz, METHANOL-D4) δ 1.22-1.32 (m, 2 H), 1.33-1.44 (m, 4 H), 1.47-1.62 (m, 6 H), 1.65 (s, 9 H), 1.6... The solvent is CO (methanol). Reaction SMILES: [Cl:1][C:2]1[CH:7]=[CH:6][C:5]([C:8]2[CH:13]=[CH:12][C:11]([CH2:14][CH3:15])=[C:10]([N+:16]([O-])=O)[CH:9]=2)=[CH:4][CH:3]=1.O.[Cl-].[NH4+]>CO.[Zn]>[NH2:16][C:10]1[CH:9]=[C:8]([C:5]2[CH:6]=[CH:7][C:2]([Cl:1])=[CH:3][CH:4]=2)[CH:13]=[CH:12][C:11]=1[CH2:14][CH3:15] |f:2.3|. Product: NC=1C=C(C=CC1CC)C1=CC=C(C=C1)Cl (3-amino-4′-chloro-4-ethylbiphenyl). Procedure details: 4′-Chloro-4-ethyl-3-nitrobiphenyl (22.6 g, 0.086 mol) is suspended in methanol (250 ml) and the reaction mixture is stirred at room temperature. Distilled water (100 ml) is added, followed by zinc dust (39.0 g, 0.60 mol) and ammonium chloride (13.8 g, 0.26 mol) and the mixture is heated to reflux for 1 hour. The reaction mixture is cooled to room temperature, filtered through diatomaceous earth and the filtrate is evaporated in vacuo to remove most of the methanol. The residue is partitioned bet... Reagents/catalysts: [Zn] (zinc). Isolated yield 75.3%. The reactants are ClC1=CC=C(C=C1)C1=CC(=C(C=C1)CC)[N+](=O)[O-] (4′-Chloro-4-ethyl-3-nitrobiphenyl), O (water), [Cl-].[NH4+] (ammonium chloride).